Dataset: the Open Reaction Database (ORD), a public repository of structured organic reaction records. Task: describe an organic reaction: reactants, conditions, products, and yield Reactants: [O-]Cl.[Na+] (NaOCl), C(C)(=O)O (acetic acid), ClC1=NC=CC=C1 (2-chloropyridine), C1(=CC=CC=C1)S (thiophenol), C(=O)([O-])[O-].[K+].[K+] (K2CO3), [OH-].[Na+] (NaOH). Solvent: O (water), CN(C)C=O (DMF). Conditions: temperature 40 celsius, time 18 hour. Yields the product C1(=CC=CC=C1)S(=O)(=O)C1=NC=CC=C1 (2-benzene-sulfonyl pyridine). Yield: 86.0%. As a reaction SMILES: Cl[C:2]1[CH:7]=[CH:6][CH:5]=[CH:4][N:3]=1.[C:8]1([SH:14])[CH:13]=[CH:12][CH:11]=[CH:10][CH:9]=1.C([O-])([O-])=[O:16].[K+].[K+].C(O)(=O)C.[O-]Cl.[Na+].[OH-:28].[Na+]>O.CN(C=O)C>[C:8]1([S:14]([C:2]2[CH:7]=[CH:6][CH:5]=[CH:4][N:3]=2)(=[O:16])=[O:28])[CH:13]=[CH:12][CH:11]=[CH:10][CH:9]=1 |f:2.3.4,6.7,8.9|. Procedure: Charge 2-chloropyridine (75 mL, 790 mmol), thiophenol (90 mL, 852 mmol), and DMF (450 mL) to a 2 L flask. Add K2CO3 (134.6 g, 962 mmol), then heat to 110° C. and stir for 18 hours. Filter the mixture, then rinse the waste cake with DMF (195 mL). The combined crude sulfide solution and rinses are transferred to a 5-L flask, and the waste filter cake is discarded. Glacial acetic acid (57 mL, 995 mmol) is added to the filtrate, then the solution is heated to 40° C., and 13 wt % NaOCl solution (850 ... Reactants: CC=1SC(=C(N1)CCC)CC1=CC=C(C=C1)[N+](=O)[O-] (2-methyl-4-propyl-5-(4-nitrobenzyl)thiazole). Reagents/catalysts: [Ni] (Raney nickel). The solvent is CO (methanol). Yields the product CC=1SC(=C(N1)CCC)CC1=CC=C(C=C1)N (2-methyl-4-propyl-5-(4-aminobenzyl)thiazole). Yield: 69.3%. Reaction SMILES: [CH3:1][C:2]1[S:3][C:4]([CH2:10][C:11]2[CH:16]=[CH:15][C:14]([N+:17]([O-])=O)=[CH:13][CH:12]=2)=[C:5]([CH2:7][CH2:8][CH3:9])[N:6]=1>CO.[Ni]>[CH3:1][C:2]1[S:3][C:4]([CH2:10][C:11]2[CH:12]=[CH:13][C:14]([NH2:17])=[CH:15][CH:16]=2)=[C:5]([CH2:7][CH2:8][CH3:9])[N:6]=1. Procedure details: 5.5 g of 2-methyl-4-propyl-5-(4-nitrobenzyl)thiazole in 60 ml of methanol are hydrogenated at normal pressure and room temperature in the presence of Raney nickel. After filtration of the catalyst and concentration of the filtrate, the residue is taken up with isopropyl ether, filtered off and then taken up in ethanol, passed over animal charcoal and concentrated to give 3.4 g of 2-methyl-4-propyl-5-(4-aminobenzyl)thiazole in the form of a greenish solid, which is used as such for the next step.